This data is from the Open Reaction Database (ORD), a public repository of structured organic reaction records. The task is: describe an organic reaction: reactants, conditions, products, and yield The reactants are C(C)(=O)Cl (acetyl chloride), N1=CC=CC=C1 (pyridine), [N+](=O)([O-])C1=C(COC(=O)N[C@H]2[C@H]3CCOC(N3C2=O)(C)C)C=CC=C1 (trans-7-[o-nitrobenzyloxycarbonylamino]-8-oxo-2,2-dimethyl-3-oxa-1-azabicyclo[4.2.0]octane). Run in FC(C(=O)O)(F)F (trifluoroacetic acid), O (water), C(Cl)Cl (methylene chloride). Conditions: temperature 0 celsius, time 10 minute. Yields the product [N+](=O)([O-])C1=C(COC(=O)N[C@@H]2C(N[C@H]2CCOC(C)=O)=O)C=CC=C1 (trans-3-[o-nitrobenzyloxycarbonylamino]-4-[2-acetoxyethyl]-2-azetidinone). As a reaction SMILES: [N+:1]([C:4]1[CH:25]=[CH:24][CH:23]=[CH:22][C:5]=1[CH2:6][O:7][C:8]([NH:10][C@@H:11]1[C:18](=[O:19])[N:17]2[C@@H:12]1[CH2:13][CH2:14][O:15][C:16]2(C)[CH3:20])=[O:9])([O-:3])=[O:2].C(Cl)(=[O:28])C.N1C=CC=CC=1>FC(F)(F)C(O)=O.O.C(Cl)Cl>[N+:1]([C:4]1[CH:25]=[CH:24][CH:23]=[CH:22][C:5]=1[CH2:6][O:7][C:8]([NH:10][C@H:11]1[C@H:12]([CH2:13][CH2:14][O:15][C:16](=[O:28])[CH3:20])[NH:17][C:18]1=[O:19])=[O:9])([O-:3])=[O:2]. Reported procedure: A quantity (3.49 g) of trans-7-[o-nitrobenzyloxycarbonylamino]-8-oxo-2,2-dimethyl-3-oxa-1-azabicyclo[4.2.0]octane is dissolved in 10 ml of 2:1 mixture of trifluoroacetic acid and water. After standing at 25° C. for 10 min. most of the solvent is removed in vacuo at 25°. The residue is taken up in 50 ml of benzene and evaporated to dryness in vacuo at 25°. The last step is repeated four more times to give a residue which is taken up in 100 ml of methylene chloride and cooled to 0° C.; whereupon 0...